This data is from the Open Reaction Database (ORD), a public repository of structured organic reaction records. The task is: describe an organic reaction: reactants, conditions, products, and yield The solvent is O1CCOCC1 (1,4-dioxan). Product: C(CCC)(=O)C=1C=NC2=C(C=CC=C2C1NC1=C(C2=C(C=C1C)OCO2)C)OC (3-butyryl-4-(3,4-methylenedioxy-2,6-dimethylphenylamino)-8-methoxyquinoline). The yield is 433.2%. Reaction SMILES: [CH3:1][C:2]1[C:8]2[O:9][CH2:10][O:11][C:7]=2[CH:6]=[C:5]([CH3:12])[C:3]=1[NH2:4].[C:13]([C:18]1[CH:19]=[N:20][C:21]2[C:26]([C:27]=1Cl)=[CH:25][CH:24]=[CH:23][C:22]=2[O:29][CH3:30])(=[O:17])[CH2:14][CH2:15][CH3:16]>O1CCOCC1>[C:13]([C:18]1[CH:19]=[N:20][C:21]2[C:26]([C:27]=1[NH:4][C:3]1[C:5]([CH3:12])=[CH:6][C:7]3[O:11][CH2:10][O:9][C:8]=3[C:2]=1[CH3:1])=[CH:25][CH:24]=[CH:23][C:22]=2[O:29][CH3:30])(=[O:17])[CH2:14][CH2:15][CH3:16]. Procedure details: 2,6-Dimethyl-3,4-(methylenedioxy)aniline (1.67 g, 20 mmol) and 3-butyryl-4-chloro-8-methoxyquinoline (2.3 g, 10 mmol) were heated together under reflux in 1,4-dioxan (50 ml) for 2 hours. The solvent was evaporated and the residue was dissolved in dichloromethane, washed with 2M HCl, sodium hydrogen carbonate solution (×2) and brine. The organic solution was dried, filtered and evaporated to a solid which was recrystallized from ethanol to give 3-butyryl-4-(3,4-methylenedioxy-2,6-dimethylphenylam... The reactants are CC1=C(N)C(=CC2=C1OCO2)C (2,6-Dimethyl-3,4-(methylenedioxy)aniline), C(CCC)(=O)C=1C=NC2=C(C=CC=C2C1Cl)OC (3-butyryl-4-chloro-8-methoxyquinoline). Reactants: C(=O)(OC(C)(C)C)CCC(C(C(=O)OCC)(C(=O)OCC)OC(C1=CC=CC=C1)=O)N (ethyl 5-BOC-amino-2-benzoyloxy-2-ethoxycarbonyl-pentanoate). Solvent: CO (methanol). Conditions: time 1 hour. The product is C(C1=CC=CC=C1)(=O)OC (methyl benzoate), C(=O)(OC(C)(C)C)CCC(C(C(=O)OC)(C(=O)OC)O)N (methyl 5-BOC-amino-2-hydroxy-2-methoxycarbonyl-pentanoate). Isolated yield 129.0%. RXN SMILES: [C:1]([CH2:8][CH2:9][CH:10]([NH2:31])[C:11]([O:22][C:23](=[O:30])[C:24]1[CH:29]=[CH:28][CH:27]=[CH:26][CH:25]=1)([C:17]([O:19][CH2:20]C)=[O:18])[C:12]([O:14][CH2:15]C)=[O:13])([O:3][C:4]([CH3:7])([CH3:6])[CH3:5])=[O:2]>CO>[C:23]([O:22][CH3:11])(=[O:30])[C:24]1[CH:29]=[CH:28][CH:27]=[CH:26][CH:25]=1.[C:1]([CH2:8][CH2:9][CH:10]([NH2:31])[C:11]([OH:22])([C:12]([O:14][CH3:15])=[O:13])[C:17]([O:19][CH3:20])=[O:18])([O:3][C:4]([CH3:6])([CH3:5])[CH3:7])=[O:2]. Reported procedure: A mixture of 4 g of ethyl 5-BOC-amino-2-benzoyloxy-2-ethoxycarbonyl-pentanoate and 2 g of K2 CO3 in 40 ml of anhydrous methanol, cooled to 0°-5° C., is stirred for 1 h. After filtration of the potassium carbonate excess, the solution is acidified to pH 6 with 2N HCl and filtered from the salts which separate. Solvent is evaporated off under vacuum and the residue is partitioned between cold water and ethyl acetate. The organic phase is washed repeatedly with a 5% K2CO3 cold solution and with wat... Starting materials: N#N (N2), CC(C)(C)[O-].[K+] (KOtBu), C(CO)O (1,2-ethylene glycol), ClC1=C2C=CC=CC2=C(C2=CC=CC=C12)C=O (10-chloro-9-anthraldehyde), CC(C)(C)[O-].[K+] (KOtBu). Solvent: O (H2O). Run at time 0.5 hour. Product: OCCOC1=C2C=CC=CC2=C(C2=CC=CC=C12)C=O (10-(2-Hydroxyethoxy)-9-anthracenecarbaldehyde). RXN SMILES: N#N.CC([O-])(C)C.[K+].[CH2:9]([OH:12])[CH2:10][OH:11].Cl[C:14]1[C:27]2[C:22](=[CH:23][CH:24]=[CH:25][CH:26]=2)[C:21]([CH:28]=[O:29])=[C:20]2[C:15]=1[CH:16]=[CH:17][CH:18]=[CH:19]2>O>[OH:11][CH2:10][CH2:9][O:12][C:14]1[C:27]2[C:22](=[CH:23][CH:24]=[CH:25][CH:26]=2)[C:21]([CH:28]=[O:29])=[C:20]2[C:15]=1[CH:16]=[CH:17][CH:18]=[CH:19]2 |f:1.2|. Procedure details: A 3 L 2-neck flask fitted with thermometer, condenser, stirring bar, N2 -line and bubbler was charged with KOtBu (MCB, 25 g, 0.22 mol), 1,2-ethylene glycol (Fisher, 1.5 L) and 10-chloro-9-anthraldehyde (Aldrich), 50 g, 0.207 mol). The mixture was stirred at 100° for 1.5 h. An additional 5 g (45 mmol) of KOtBu was added and the stirring continued for an additional 0.5 h. The reaction mixture was cooled poured into cold H2O (1.5 L), then stirred for 10 min before the precipitate was collected by f... Reactants: Cl (hydrochloride), COC=1C=C(C=CC1OC)CCN1CCC(CC1)NC(C1=CC=CC=C1)=O (1-[2-(3,4-Dimethoxyphenyl)ethyl]-4-benzamidopiperidine). Yields the product COC=1C=C(C=CC1OC)CCN1CCC(CC1)NC(C1=C(C=CC=C1)Cl)=O (1-[2-(3,4-Dimethoxyphenyl)ethyl]-4-(2-chlorobenzamido)-piperidine). Reaction SMILES: [ClH:1].[CH3:2][O:3][C:4]1[CH:5]=[C:6]([CH2:12][CH2:13][N:14]2[CH2:19][CH2:18][CH:17]([NH:20][C:21](=[O:28])[C:22]3[CH:27]=[CH:26][CH:25]=[CH:24][CH:23]=3)[CH2:16][CH2:15]2)[CH:7]=[CH:8][C:9]=1[O:10][CH3:11]>>[CH3:2][O:3][C:4]1[CH:5]=[C:6]([CH2:12][CH2:13][N:14]2[CH2:15][CH2:16][CH:17]([NH:20][C:21](=[O:28])[C:22]3[CH:23]=[CH:24][CH:25]=[CH:26][C:27]=3[Cl:1])[CH2:18][CH2:19]2)[CH:7]=[CH:8][C:9]=1[O:10][CH3:11]. Reported procedure: The title compound as its hydrochloride (m.p. 250°-2° C.) was prepared in the same way as for the compound of Example 5 but using o-chlorobenzoyl chloride in place of benzoyl chloride. (Found: C, 60.2; H, 6.1; N, 6.3. C22H26Cl N2O3.HCl requires C, 60.3; H, 6.2; N, 6.4%). Reactants: CC1(OCC(O1)CNC(C1=CN=CC(=C1)C1=NN=C(C2=C(C=CC=C12)C1=CC=CC=C1)NCC1=NC=CC=C1)=O)C (N-((2,2-dimethyl-1,3-dioxolan-4-yl)methyl)-5-(5-phenyl-4-((pyridin-2ylmethyl)amino)phthalazin-1-yl)nicotinamide), C(=O)(C(F)(F)F)O (TFA). Reaction conditions: temperature 50 celsius. The product is OC(CNC(C1=CN=CC(=C1)C1=NN=C(C2=C(C=CC=C12)C1=CC=CC=C1)NCC1=NC=CC=C1)=O)CO (N-(2,3-dihydroxypropyl)-5-(5-phenyl-4-((pyridin-2-ylmethyl)amino)phthalazin-1-yl)nicotinamide). The yield is 64.0%. RXN SMILES: CC1(C)[O:6][CH:5]([CH2:7][NH:8][C:9](=[O:40])[C:10]2[CH:15]=[C:14]([C:16]3[C:25]4[C:20](=[C:21]([C:26]5[CH:31]=[CH:30][CH:29]=[CH:28][CH:27]=5)[CH:22]=[CH:23][CH:24]=4)[C:19]([NH:32][CH2:33][C:34]4[CH:39]=[CH:38][CH:37]=[CH:36][N:35]=4)=[N:18][N:17]=3)[CH:13]=[N:12][CH:11]=2)[CH2:4][O:3]1.C(O)(C(F)(F)F)=O>>[OH:6][CH:5]([CH2:4][OH:3])[CH2:7][NH:8][C:9](=[O:40])[C:10]1[CH:15]=[C:14]([C:16]2[C:25]3[C:20](=[C:21]([C:26]4[CH:31]=[CH:30][CH:29]=[CH:28][CH:27]=4)[CH:22]=[CH:23][CH:24]=3)[C:19]([NH:32][CH2:33][C:34]3[CH:39]=[CH:38][CH:37]=[CH:36][N:35]=3)=[N:18][N:17]=2)[CH:13]=[N:12][CH:11]=1. Procedure: To N-((2,2-dimethyl-1,3-dioxolan-4-yl)methyl)-5-(5-phenyl-4-((pyridin-2ylmethyl)amino)phthalazin-1-yl)nicotinamide (0.0200 g, 0.0370 mmol) was added TFA (0.00282 mL, 0.0370 mmol) at room temperature and was heated at 50° C. for 4 h. TFA was removed under reduced pressure and reaction mixture was diluted with saturated NaHCO3 (50 mL). The reaction mixture was extracted with EtOAc (3×30 mL). The combined organic extracts were dried over anhydrous Na2SO4, filtered and concentrated under reduced pre... Reactants: O1CCOCC1 (Dioxane), C([O-])([O-])=O.[Cs+].[Cs+] (Cesium carbonate), FC(S(=O)(=O)OC=1C=CC2=C(C(=C(O2)C2=CC=C(C=C2)F)C(NC)=O)C1)(F)F (2-(4-fluorophenyl)-3-(methylcarbamoyl)benzofuran-5-yl trifluoromethanesulfonate), C(#N)C=1C=C(C=CC1)B(O)O (3-cyanophenylboronic acid). Reagents/catalysts: C=1C=CC(=CC1)[P](C=2C=CC=CC2)(C=3C=CC=CC3)[Pd]([P](C=4C=CC=CC4)(C=5C=CC=CC5)C=6C=CC=CC6)([P](C=7C=CC=CC7)(C=8C=CC=CC8)C=9C=CC=CC9)[P](C=1C=CC=CC1)(C=1C=CC=CC1)C=1C=CC=CC1 (Pd(Ph3P)4). Run in O (water). Run at temperature 90 celsius. Product: C(#N)C=1C=C(C=CC1)C=1C=CC2=C(C(=C(O2)C2=CC=C(C=C2)F)C(=O)NC)C1 (5-(3-Cyanophenyl)-2-(4-fluorophenyl)-N-methylbenzofuran-3-carboxamide). As a reaction SMILES: C(=O)([O-])[O-].[Cs+].[Cs+].FC(F)(F)S(O[C:13]1[CH:14]=[CH:15][C:16]2[O:20][C:19]([C:21]3[CH:26]=[CH:25][C:24]([F:27])=[CH:23][CH:22]=3)=[C:18]([C:28](=[O:31])[NH:29][CH3:30])[C:17]=2[CH:32]=1)(=O)=O.[C:35]([C:37]1[CH:38]=[C:39](B(O)O)[CH:40]=[CH:41][CH:42]=1)#[N:36].O1CCOCC1>C1C=CC([P]([Pd]([P](C2C=CC=CC=2)(C2C=CC=CC=2)C2C=CC=CC=2)([P](C2C=CC=CC=2)(C2C=CC=CC=2)C2C=CC=CC=2)[P](C2C=CC=CC=2)(C2C=CC=CC=2)C2C=CC=CC=2)(C2C=CC=CC=2)C2C=CC=CC=2)=CC=1.O>[C:35]([C:37]1[CH:42]=[C:41]([C:13]2[CH:14]=[CH:15][C:16]3[O:20][C:19]([C:21]4[CH:22]=[CH:23][C:24]([F:27])=[CH:25][CH:26]=4)=[C:18]([C:28]([NH:29][CH3:30])=[O:31])[C:17]=3[CH:32]=2)[CH:40]=[CH:39][CH:38]=1)#[N:36] |f:0.1.2,^1:55,57,76,95|. Procedure details: Cesium carbonate (187 mg, 0.575 mmol) was added to Pd(Ph3P)4 (22 mg, 0.019 mmol), 2-(4-fluorophenyl)-3-(methylcarbamoyl)benzofuran-5-yl trifluoromethanesulfonate (160 mg, 0.383 mmol), 3-cyanophenylboronic acid (85 mg, 0.575 mmol). Dioxane (3 mL) and water (600 μL) was added at rt. The reaction was degassed 3× and heated to 90° C. overnight. It was allowed to cool. The mixture was diluted with EtOAc and washed with 1M HCl, and sat NaCl. The organic phase was dried over Na2SO4, filtered and concen...